From a dataset of the Open Reaction Database (ORD), a public repository of structured organic reaction records. describe an organic reaction: reactants, conditions, products, and yield The reactants are CC(=O)SCC(Cc1cccc(Br)c1)C(=O)O, [Na+], [OH-]. Yields the product O=C(O)C(CS)Cc1cccc(Br)c1. RXN SMILES: [C:1](=[O:2])([CH3:3])[S:4][CH2:5][CH:6]([C:7](=[O:8])[OH:9])[CH2:10][c:11]1[cH:12][c:13]([Br:17])[cH:14][cH:15][cH:16]1.[Na+:19].[OH-:18]>>[SH:4][CH2:5][CH:6]([C:7](=[O:8])[OH:9])[CH2:10][c:11]1[cH:12][c:13]([Br:17])[cH:14][cH:15][cH:16]1.